This data is from the Open Reaction Database (ORD), a public repository of structured organic reaction records. The task is: describe an organic reaction: reactants, conditions, products, and yield Reactants: COC(=O)C1CCCn2c(-c3ccnc(Oc4ccccc4)n3)c(-c3ccc(F)cc3)c(=O)n21, CO, [Li+], [OH-], O. Product: O=C(O)C1CCCn2c(-c3ccnc(Oc4ccccc4)n3)c(-c3ccc(F)cc3)c(=O)n21. RXN SMILES: [CH3:1][O:2][C:3](=[O:4])[CH:5]1[n:6]2[n:7]([c:11](-[c:22]3[n:23][c:24]([O:28][c:29]4[cH:30][cH:31][cH:32][cH:33][cH:34]4)[n:25][cH:26][cH:27]3)[c:12](-[c:15]3[cH:16][cH:17][c:18]([F:21])[cH:19][cH:20]3)[c:13]2=[O:14])[CH2:8][CH2:9][CH2:10]1.[CH3:38][OH:39].[Li+:37].[OH-:36].[OH2:35]>>[O:2]=[C:3]([OH:4])[CH:5]1[n:6]2[n:7]([c:11](-[c:22]3[n:23][c:24]([O:28][c:29]4[cH:30][cH:31][cH:32][cH:33][cH:34]4)[n:25][cH:26][cH:27]3)[c:12](-[c:15]3[cH:16][cH:17][c:18]([F:21])[cH:19][cH:20]3)[c:13]2=[O:14])[CH2:8][CH2:9][CH2:10]1. Starting materials: COC1=CC=C(C=C1)C1=NC2=C(N1)C=C(C=C2)NC(=O)C2=CC=C(C(=O)OC)C=C2 (methyl 4-((2-(4-methoxyphenyl)-1H-benzo[d]imidazol-6-yl)carbamoyl)benzoate), NN (hydrazine). The solvent is C(C)O (ethanol). Conditions: temperature 70 celsius. Product: N(N)C(=O)C1=CC=C(C(=O)NC=2C=CC3=C(NC(=N3)C3=CC=C(C=C3)OC)C2)C=C1 (4-(hydrazinecarbonyl)-N-(2-(4-methoxyphenyl)-1H-benzo[d]imidazol-6-yl)benzamide). Reaction SMILES: [CH3:1][O:2][C:3]1[CH:8]=[CH:7][C:6]([C:9]2[NH:13][C:12]3[CH:14]=[C:15]([NH:18][C:19]([C:21]4[CH:30]=[CH:29][C:24]([C:25](OC)=[O:26])=[CH:23][CH:22]=4)=[O:20])[CH:16]=[CH:17][C:11]=3[N:10]=2)=[CH:5][CH:4]=1.[NH2:31][NH2:32]>C(O)C>[NH:31]([C:25]([C:24]1[CH:23]=[CH:22][C:21]([C:19]([NH:18][C:15]2[CH:16]=[CH:17][C:11]3[N:10]=[C:9]([C:6]4[CH:5]=[CH:4][C:3]([O:2][CH3:1])=[CH:8][CH:7]=4)[NH:13][C:12]=3[CH:14]=2)=[O:20])=[CH:30][CH:29]=1)=[O:26])[NH2:32]. Procedure: In a 15-mL sealed tube, methyl 4-((2-(4-methoxyphenyl)-1H-benzo[d]imidazol-6-yl)carbamoyl)benzoate (28 mg, 0.07 mmole) was dissolved in 2 mL absolute ethanol and hydrazine (1 mL) was added. The reaction mixture was heated in an oil bath at 70° C. for overnight. In the morning the reaction mixture was evaporated to dryness to provide the title compound (28 mg, 99%, >95% pure by 1H-NMR). This compound was used for next step without any further purification. Procedure: Following the procedure as described in PREPARATION 2B, and making non-critical variations to replace 1-(2-cyclopropylethyl)-1H-indole-2,3-dione with 1-(diphenylmethyl)-1H-indole-2,3-dione, and 1,3-benzodioxol-5-ol with 4-bromophenol, the title compound was obtained (90%) as an orange solid: MS (ES+) m/z 486.2 (M+1), 488.2 (M+1). Starting materials: 2B, O1COC2=C1C=CC(=C2)O (1,3-benzodioxol-5-ol), BrC1=CC=C(C=C1)O (4-bromophenol), C1(CC1)CCN1C(C(C2=CC=CC=C12)=O)=O (1-(2-cyclopropylethyl)-1H-indole-2,3-dione), C1(=CC=CC=C1)C(N1C(C(C2=CC=CC=C12)=O)=O)C1=CC=CC=C1 (1-(diphenylmethyl)-1H-indole-2,3-dione). Yields the product BrC=1C=CC(=C(C1)C1(C(N(C2=CC=CC=C12)C(C1=CC=CC=C1)C1=CC=CC=C1)=O)O)O (3-(5-bromo-2-hydroxyphenyl)-1-(diphenylmethyl)-3-hydroxy-1,3-dihydro-2H-indol-2-one). Reaction SMILES: C1(CCN2C3C(=CC=CC=3)C(=O)C2=O)CC1.[C:17]1([CH:23]([C:35]2[CH:40]=[CH:39][CH:38]=[CH:37][CH:36]=2)[N:24]2[C:32]3[C:27](=[CH:28][CH:29]=[CH:30][CH:31]=3)[C:26](=[O:33])[C:25]2=[O:34])[CH:22]=[CH:21][CH:20]=[CH:19][CH:18]=1.O1C2C=CC(O)=CC=2OC1.[Br:51][C:52]1[CH:57]=[CH:56][C:55]([OH:58])=[CH:54][CH:53]=1>>[Br:51][C:52]1[CH:53]=[CH:54][C:55]([OH:58])=[C:56]([C:26]2([OH:33])[C:27]3[C:32](=[CH:31][CH:30]=[CH:29][CH:28]=3)[N:24]([CH:23]([C:17]3[CH:18]=[CH:19][CH:20]=[CH:21][CH:22]=3)[C:35]3[CH:40]=[CH:39][CH:38]=[CH:37][CH:36]=3)[C:25]2=[O:34])[CH:57]=1. Starting materials: [BH4-].[Na+] (NaBH4), BrC1=CC(=C(N)C=C1)Cl (4-bromo-2-chloroaniline), C(C)O[Si](COC1CC1)(C)C (1-ethoxycyclopropyloxy-trimethylsilane). Run in C1CCOC1 (THF), C1CCOC1 (THF), CC(=O)O (AcOH), CO (MeOH). Conditions: temperature 68 celsius, time 1 hour. The product is BrC1=CC(=C(C=C1)NC1CC1)Cl ((4-Bromo-2-chloro-phenyl)-cyclopropyl-amine). As a reaction SMILES: [Br:1][C:2]1[CH:8]=[CH:7][C:5]([NH2:6])=[C:4]([Cl:9])[CH:3]=1.C(O[Si](C)(C)CO[CH:16]1[CH2:18][CH2:17]1)C.[BH4-].[Na+]>CC(O)=O.CO.C1COCC1>[Br:1][C:2]1[CH:8]=[CH:7][C:5]([NH:6][CH:16]2[CH2:18][CH2:17]2)=[C:4]([Cl:9])[CH:3]=1 |f:2.3|. Procedure: To a solution of 4-bromo-2-chloroaniline [C.A.S. 38762-41-3], (1 g, 4.843 mmol) in AcOH (19 ml) and MeOH (10 mL) stirred at room temperature and under nitrogen atmosphere was added dropwise (1-ethoxycyclopropyloxy-trimethylsilane [C.A.S. 27374-25-0] (1.199 ml, 5.57 mmol). The reaction mixture was then refluxed at 67-69° C. for 3 h. The mixture was then concentrated in vacuo to yield intermediate D30′. In another flask, NaBH4 (0.366 g, 9.687 mmol) was suspended in THF (10 mL) and cooled to 5° C. ... Reactants: O1CCC1 (oxetane), O1CCC1 (oxetane), BrCC1(COC1)CO (3-bromomethyl-3-hydroxymethyl oxetane), BrCC1(COC1)CO (3-bromomethyl-3-hydroxymethyloxetane), [N-]=[N+]=[N-].[Na+] (sodium azide). Solvent: CC(=O)C (acetone), CN(C=O)C (dimethylformamide). Product: N(=[N+]=[N-])CC1(COC1)CO (3-azidomethyl-3-hydroxymethyloxetane). Reaction SMILES: O1CCC1.Br[CH2:6][C:7]1([CH2:11][OH:12])[CH2:10][O:9][CH2:8]1.[N-:13]=[N+:14]=[N-:15].[Na+]>CC(C)=O.CN(C)C=O>[N:13]([CH2:6][C:7]1([CH2:11][OH:12])[CH2:10][O:9][CH2:8]1)=[N+:14]=[N-:15] |f:2.3|. Procedure: The oxetane of the present invention has the formula: ##STR1## The oxetane of Formula I, 3-azidomethyl-3-nitratomethyloxetane (ANMO), is synthesized using 3-bromomethyl-3-hydroxymethyl oxetane (BMHMO) as the starting material. Reaction of 3-bromomethyl-3-hydroxymethyloxetane with sodium azide (NaN3) in acetone or dimethylformamide (DMF) gives the corresponding 3-azidomethyl-3-hydroxymethyloxetane in essentially quantitative yield. Subsequent reaction of 3-azidomethyl-3-hydroxymethyloxetane with ... Starting materials: CC(C(C)S)S (2,3-butanedithiol), ClC1C(CCCC1)=O (2-chlorocyclohexanone). Product: CC1C(SC2=C(S1)CCCC2)C (5,6,7,8-tetrahydro-2,3-dimethyl-1,4-benzodithian). Isolated yield 49.0%. RXN SMILES: [CH3:1][CH:2]([SH:6])[CH:3]([SH:5])[CH3:4].Cl[CH:8]1[CH2:13][CH2:12][CH2:11][CH2:10][C:9]1=O>>[CH3:1][CH:2]1[S:6][C:9]2[CH2:10][CH2:11][CH2:12][CH2:13][C:8]=2[S:5][CH:3]1[CH3:4]. Procedure: The procedure of Example 1(a) is followed using 2,3-butanedithiol and 2-chlorocyclohexanone to give 5,6,7,8-tetrahydro-2,3-dimethyl-1,4-benzodithian as a greenish oil, b.p. 90°-100°/0.07 mm. Yield 49%. NMR 1.34 (6d), 1.45-2.25 (8m), 2.7-3.1 (2m). IR 2900, 1610, 1435, 1365, 1320, 1115, 795, 690. The reactants are BrC1=C(C(=CC(=C1)Br)Br)OS(=O)(=O)C=1C(=CC=CC1)C (o-toluenesulfonic acid-2,4,6-tribromophenyl ester), C=1(C(=CC=CC1)S(=O)(=O)Cl)C (o-toluenesulfonyl chloride). Product: C1(=CC=C(C=C1)S(=O)(=O)Cl)C (p-toluenesulfonyl chloride). As a reaction SMILES: Br[C:2]1C=C(Br)C=C(Br)C=1OS(C1C(C)=CC=CC=1)(=O)=O.[C:21]1(C)[C:22]([S:27]([Cl:30])(=[O:29])=[O:28])=[CH:23][CH:24]=[CH:25][CH:26]=1>>[C:25]1([CH3:2])[CH:26]=[CH:21][C:22]([S:27]([Cl:30])(=[O:28])=[O:29])=[CH:23][CH:24]=1. Procedure details: In the same manner the o-toluenesulfonic acid-2,4,6-tribromophenyl ester can be obtained by using o-toluenesulfonyl chloride in the same molar amount instead of the para compound.